From a dataset of the Open Reaction Database (ORD), a public repository of structured organic reaction records. describe an organic reaction: reactants, conditions, products, and yield Starting materials: C1(CCC1)NC=1C2=C(N=C(N1)NC1=CC=C(C=C1)S(=O)(=O)N1CCC(CC1)O)NC=C2 (1-(4-(4-(cyclobutylamino)-7H-pyrrolo[2,3-d]pyrimidin-2-ylamino)phenylsulfonyl)piperidin-4-ol), CS(=O)(=O)CC1=CC=C(N)C=C1 (4-(methylsulfonylmethyl)aniline), 2-Chloro-N-cylclobutyl-7H-pyrrolo[2,3-d]pyrimidin-4-amine. The product is N1=C(N=C(C2=C1NC=C2)N)N (7H-pyrrolo[2,3-d]pyrimidin-2,4-diamine). As a reaction SMILES: C1([NH:5][C:6]2[C:7]3[CH:31]=[CH:30][NH:29][C:8]=3[N:9]=[C:10]([NH:12]C3C=CC(S(N4CCC(O)CC4)(=O)=O)=CC=3)[N:11]=2)CCC1.CS(CC1C=CC(N)=CC=1)(=O)=O>>[N:9]1[C:8]2[NH:29][CH:30]=[CH:31][C:7]=2[C:6]([NH2:5])=[N:11][C:10]=1[NH2:12]. Reported procedure: According to the general procedure for synthesis of 1-(4-(4-(cyclobutylamino)-7H-pyrrolo[2,3-d]pyrimidin-2-ylamino)phenylsulfonyl)piperidin-4-ol, 4-(methylsulfonylmethyl)aniline and 2-Chloro-N-cylclobutyl-7H-pyrrolo[2,3-d]pyrimidin-4-amine gave N4-cyclobutyl-N2-(4-methylsulfonylmethyl)phenyl)-7H-pyrrolo[2,3-d]pyrimidin-2,4-diamine (MS calcd for C18H21N5O2S 371.5. found [MH] 372.1; UV 205.1, 273.6, 304.5 nm). Reactants: C(OC)(OC)=O (dimethyl carbonate), C1(=CC=CC=C1)O (phenol), C(OC)(OC1=CC=CC=C1)=O (methyl phenyl carbonate). The reagents and catalysts are Catalyst A. Product: C(OC1=CC=CC=C1)(OC1=CC=CC=C1)=O (Diphenyl Carbonate). RXN SMILES: C(=O)(OC)OC.[C:7]1([OH:13])[CH:12]=[CH:11][CH:10]=[CH:9][CH:8]=1.[C:14](=O)([O:17][C:18]1[CH:23]=[CH:22][CH:21]=[CH:20][CH:19]=1)[O:15]C>>[C:14](=[O:15])([O:17][C:18]1[CH:23]=[CH:22][CH:21]=[CH:20][CH:19]=1)[O:13][C:7]1[CH:12]=[CH:11][CH:10]=[CH:9][CH:8]=1. Reported procedure: An apparatus comprising two continuous multi-stage distillation columns as shown in FIG. 3 was employed. Reaction was performed by continuously feeding in a liquid form a mixture of dimethyl carbonate, phenol and Catalyst A to first continuous multi-stage distillation column 1' at a position 1 m below top 17 thereof, which column was comprised of a packed column of 4 m in height and 3 inches in diameter and packed with stainless steel-made Dixon packing (diameter: about 6 mm), from material feed... Reported procedure: 4-Nitro-1-[1-(4-trifluoromethyl-phenyl)-ethyl]-1H-imidazole was reduced and then coupled with 2-(6,8-Difluoro-1,2,3,4-tetrahydro-naphthalen-2-ylamino)-pentanoic acid (U.S. Ser. No. 11/078,898 filed Mar. 11, 2005) to afford the title compound: MS 521.5 m/z (M+1). The reactants are [N+](=O)([O-])C=1N=CN(C1)C(C)C1=CC=C(C=C1)C(F)(F)F (4-Nitro-1-[1-(4-trifluoromethyl-phenyl)-ethyl]-1H-imidazole), FC=1C=C2CCC(CC2=C(C1)F)NC(C(=O)O)CCC (2-(6,8-Difluoro-1,2,3,4-tetrahydro-naphthalen-2-ylamino)-pentanoic acid). The product is FC(C1=CC=C(C=C1)C(C)N1C=NC(=C1)NC([C@H](CCC)NC1CC2=C(C=C(C=C2CC1)F)F)=O)(F)F ((S)-2-(6,8-Difluoro-1,2,3,4-tetrahydro-naphthalen-2-ylamino)-pentanoic acid {1-[1-(4-trifluoromethyl-phenyl)-ethyl]-1H-imidazol-4-yl}-amide). RXN SMILES: [N+:1]([C:4]1[N:5]=[CH:6][N:7]([CH:9]([C:11]2[CH:16]=[CH:15][C:14]([C:17]([F:20])([F:19])[F:18])=[CH:13][CH:12]=2)[CH3:10])[CH:8]=1)([O-])=O.[F:21][C:22]1[CH:23]=[C:24]2[C:29](=[C:30]([F:32])[CH:31]=1)[CH2:28][CH:27]([NH:33][CH:34]([CH2:38][CH2:39][CH3:40])[C:35](O)=[O:36])[CH2:26][CH2:25]2>>[F:18][C:17]([F:20])([F:19])[C:14]1[CH:15]=[CH:16][C:11]([CH:9]([N:7]2[CH:8]=[C:4]([NH:1][C:35](=[O:36])[C@@H:34]([NH:33][CH:27]3[CH2:26][CH2:25][C:24]4[C:29](=[C:30]([F:32])[CH:31]=[C:22]([F:21])[CH:23]=4)[CH2:28]3)[CH2:38][CH2:39][CH3:40])[N:5]=[CH:6]2)[CH3:10])=[CH:12][CH:13]=1. Starting materials: FC=1C=C(COC2=NC(N3C(N(CCC3)CC(=O)O)=C2)=O)C=CC1F (2-(8-((3,4-difluorobenzyl)oxy)-6-oxo-2,3,4,6-tetrahydro-1H-pyrimido[1,6-a]pyrimidin-1-yl)acetic acid), N1CCCC1 (pyrrolidine). Product: FC=1C=C(COC2=NC(N3C(N(CCC3)CC(N3CCCC3)=O)=C2)=O)C=CC1F (8-((3,4-difluorobenzyl)oxy)-1-(2-oxo-2-(pyrrolidin-1-yl)ethyl)-3,4-dihydro-1H-pyrimido[1,6-a]pyrimidin-6(2H)-one). Reaction SMILES: [F:1][C:2]1[CH:3]=[C:4]([CH:22]=[CH:23][C:24]=1[F:25])[CH2:5][O:6][C:7]1[CH:20]=[C:11]2[N:12]([CH2:16][C:17]([OH:19])=O)[CH2:13][CH2:14][CH2:15][N:10]2[C:9](=[O:21])[N:8]=1.[NH:26]1[CH2:30][CH2:29][CH2:28][CH2:27]1>>[F:1][C:2]1[CH:3]=[C:4]([CH:22]=[CH:23][C:24]=1[F:25])[CH2:5][O:6][C:7]1[CH:20]=[C:11]2[N:12]([CH2:16][C:17](=[O:19])[N:26]3[CH2:30][CH2:29][CH2:28][CH2:27]3)[CH2:13][CH2:14][CH2:15][N:10]2[C:9](=[O:21])[N:8]=1. Procedure: The title compound was prepared by a procedure similar to that described for E13 starting from 2-(8-((3,4-difluorobenzyl)oxy)-6-oxo-2,3,4,6-tetrahydro-1H-pyrimido[1,6-a]pyrimidin-1-yl)acetic acid and pyrrolidine. Starting materials: C1(=CC=CC=C1)C(C(=O)N1CCNCC1)C1=CC=CC=C1 (N-(α,α-diphenylacetyl)piperazine), CSC1=NC2=CC=CC(=C2C=C1)O (2-methylthio-5-hydroxyquinoline), epoxy. The product is epoxy, CSC1=NC2=CC=CC(=C2C=C1)OCC(CN1CCN(CC1)C(C(C1=CC=CC=C1)C1=CC=CC=C1)=O)O (2-Methylthio-5-[3-(4-(α,α-diphenylacetyl)piperazine-1-yl)-2-hydroxypropoxy]quinoline). RXN SMILES: [CH3:1][S:2][C:3]1[CH:12]=[CH:11][C:10]2[C:5](=[CH:6][CH:7]=[CH:8][C:9]=2[OH:13])[N:4]=1.[C:14]1([CH:20]([C:29]2[CH:34]=[CH:33][CH:32]=[CH:31][CH:30]=2)[C:21]([N:23]2[CH2:28][CH2:27][NH:26][CH2:25][CH2:24]2)=[O:22])[CH:19]=[CH:18][CH:17]=[CH:16][CH:15]=1>>[CH3:1][S:2][C:3]1[CH:12]=[CH:11][C:10]2[C:5](=[CH:6][CH:7]=[CH:8][C:9]=2[O:13][CH2:8][CH:9]([OH:13])[CH2:10][N:26]2[CH2:25][CH2:24][N:23]([C:21](=[O:22])[CH:20]([C:14]3[CH:15]=[CH:16][CH:17]=[CH:18][CH:19]=3)[C:29]3[CH:34]=[CH:33][CH:32]=[CH:31][CH:30]=3)[CH2:28][CH2:27]2)[N:4]=1. Procedure: An epoxy compound was prepared from 2-methylthio-5-hydroxyquinoline in accordance with the same procedure as in Example 1-(a), and reaction and treatment were then carried out using this epoxy compound and N-(α,α-diphenylacetyl)piperazine to obtain the desired compound. RXN SMILES: [OH:1][C:2]1[C:3]([CH2:16][C:17]([CH3:19])=[CH2:18])=[C:4]2[C:8](=[C:9]([CH3:12])[C:10]=1[CH3:11])[N:7](C=O)[CH:6]([CH3:15])[CH2:5]2.[ClH:20]>C(O)C>[ClH:20].[CH3:18][C:17]1([CH3:19])[O:1][C:2]2[C:3](=[C:4]3[C:8](=[C:9]([CH3:12])[C:10]=2[CH3:11])[NH:7][CH:6]([CH3:15])[CH2:5]3)[CH2:16]1 |f:3.4|. Solvent: C(C)O (ethanol). Yields the product Cl.CC1(CC2=C3CC(NC3=C(C(=C2O1)C)C)C)C (1,6,7,8-Tetrahydro-2,2,4,5,7-pentamethyl-2H-furo[3,2-e]indole hydrochloride). Procedure: To a solution of 2,3-dihydro-5-hydroxy-2,6,7-trimethyl-4-(2-methyl-2-propen-1-yl)-1H-indole-1 carbaldehyde (0.26 g, 1.0 mmol) in ethanol (3 mL) was added concentrated hydrochloric acid (0.5 mL), and the mixture was heated to reflux for 1 hour. The reaction mixture was treated with active carbon, filtered, and concentrated under reducer pressure. The residue was recrystallized from ethanol-diethyl ether to obtain 0.14 g of the title compound. The yield is 52.0%. Reactants: OC=1C(=C2CC(N(C2=C(C1C)C)C=O)C)CC(=C)C (2,3-dihydro-5-hydroxy-2,6,7-trimethyl-4-(2-methyl-2-propen-1-yl)-1H-indole-1 carbaldehyde), Cl (hydrochloric acid).